Dataset: the Open Reaction Database (ORD), a public repository of structured organic reaction records. Task: describe an organic reaction: reactants, conditions, products, and yield Reactants: O (water), CC1([C@H]2[C@H](C3=C(O1)C=C(C=C3OCCCC(=O)O)CCCCC)CC(=CC2)C)C ((6aR-trans)-4-[(6a,7,10,10a-Tetrahydro-6,6,9-trimethyl-3-pentyl-6H-dibenzo[b,d]pyran-1-yl)oxy]butanoic acid), C(C(=O)Cl)(=O)Cl (oxalyl chloride), ice, NCCC1=CC=C(C=C1)O (tyramine), ice, Cl (hydrochloric acid). Run in C1=CC=CC=C1 (benzene), [OH-].[Na+] (sodium hydroxide). Reaction conditions: time 1 hour. Yields the product CC1([C@H]2[C@H](C3=C(O1)C=C(C=C3OCCCC(=O)NCCC3=CC=C(C=C3)O)CCCCC)CC(=CC2)C)C ((6aR-trans)-4-[(6a,7,10,10a-Tetrahydro-6,6,9-trimethyl-3-pentyl-6Hdibenzo[b,d]pyran-1-yl)oxy]-N-[2-(4-hydroxyphenyl)ethyl]-butanamide). The yield is 27.1%. As a reaction SMILES: [CH3:1][C:2]1([CH3:29])[O:7][C:6]2[CH:8]=[C:9]([CH2:19][CH2:20][CH2:21][CH2:22][CH3:23])[CH:10]=[C:11]([O:12][CH2:13][CH2:14][CH2:15][C:16]([OH:18])=O)[C:5]=2[C@@H:4]2[CH2:24][C:25]([CH3:28])=[CH:26][CH2:27][C@@H:3]12.C(Cl)(=O)C(Cl)=O.[NH2:36][CH2:37][CH2:38][C:39]1[CH:44]=[CH:43][C:42]([OH:45])=[CH:41][CH:40]=1.Cl.O>C1C=CC=CC=1.[OH-].[Na+]>[CH3:29][C:2]1([CH3:1])[O:7][C:6]2[CH:8]=[C:9]([CH2:19][CH2:20][CH2:21][CH2:22][CH3:23])[CH:10]=[C:11]([O:12][CH2:13][CH2:14][CH2:15][C:16]([NH:36][CH2:37][CH2:38][C:39]3[CH:44]=[CH:43][C:42]([OH:45])=[CH:41][CH:40]=3)=[O:18])[C:5]=2[C@@H:4]2[CH2:24][C:25]([CH3:28])=[CH:26][CH2:27][C@@H:3]12 |f:6.7|. Procedure: To a solution of 2.10 g (5.24 mmol) of (6aR-trans)-4-[(6a,7,10,10a-Tetrahydro-6,6,9-trimethyl-3-pentyl-6H-dibenzo[b,d]pyran-1-yl)oxy]butanoic acid in 6 ml of benzene was added 2.1 ml (3.06 g, 24 mmol) of oxalyl chloride. When the spontaneous bubbling ceased, the mixture was heated with an 85° oil bath for 30 min. The excess oxalyl chloride and the benzene were evaporated under vacuum, 2×2 ml of benzene was added, and this was also evaporated. The residue was dissolved in 2 ml of ether and added ... The reactants are Cl.N1CCC(CC1)NC(=O)C1=CNC2=C1N=CN=C2C2=C(C=CC=1OCOC12)OCC1CC1 (4-(5-Cyclopropylmethoxy-1,3-benzodioxol-4-yl)-5H-pyrrolo[3,2-d]pyrimidine-7-carboxylic acid piperidin-4-ylamide hydrochloride), CO (Methanol), C1CCC2=NCCCN2CC1 (DBU), C(CC)(=O)Cl (Propionyl chloride). The solvent is ClCCl (dichloromethane). Run at time 2 hour. Yields the product C(CC)(=O)N1CCC(CC1)NC(=O)C1=CNC2=C1N=CN=C2C2=C(C=CC=1OCOC12)OCC1CC1 (4-(5-Cyclopropylmethoxy-1,3-benzodioxol-4-yl)-5H-pyrrolo[3,2-d]pyrimidine-7-carboxylic acid (1-propionyl-piperidin-4-yl)-amide). Reaction SMILES: Cl.[NH:2]1[CH2:7][CH2:6][CH:5]([NH:8][C:9]([C:11]2[C:15]3[N:16]=[CH:17][N:18]=[C:19]([C:20]4[C:28]5[O:27][CH2:26][O:25][C:24]=5[CH:23]=[CH:22][C:21]=4[O:29][CH2:30][CH:31]4[CH2:33][CH2:32]4)[C:14]=3[NH:13][CH:12]=2)=[O:10])[CH2:4][CH2:3]1.C1CCN2C(=NCCC2)CC1.[C:45](Cl)(=[O:48])[CH2:46][CH3:47].CO>ClCCl>[C:45]([N:2]1[CH2:7][CH2:6][CH:5]([NH:8][C:9]([C:11]2[C:15]3[N:16]=[CH:17][N:18]=[C:19]([C:20]4[C:28]5[O:27][CH2:26][O:25][C:24]=5[CH:23]=[CH:22][C:21]=4[O:29][CH2:30][CH:31]4[CH2:32][CH2:33]4)[C:14]=3[NH:13][CH:12]=2)=[O:10])[CH2:4][CH2:3]1)(=[O:48])[CH2:46][CH3:47] |f:0.1|. Procedure details: 4-(5-Cyclopropylmethoxy-1,3-benzodioxol-4-yl)-5H-pyrrolo[3,2-d]pyrimidine-7-carboxylic acid piperidin-4-ylamide hydrochloride from example A138 (472 mg; 1.0 mmol) and DBU (2.5 mmol) is dissolved in dry dichloromethane (5 mL). Propionyl chloride (1.1 mmol) is syringed into the reaction mixture at ice bath temperature. After complete addition stirring is continued at ambient temperature over night. Methanol (1 mL) is added and stirring is continued for two hours. The volatiles are evaporated. The ... Starting materials: C1CCOC1, OC1CCC1, Clc1ncnc2[nH]cc(I)c12, CC(C)OC(=O)N=NC(=O)OC(C)C. Product: Clc1ncnc2c1c(I)cn2C1CCC1. RXN SMILES: [CH2:31]1[O:32][CH2:33][CH2:34][CH2:35]1.[CH:12]1([OH:16])[CH2:13][CH2:14][CH2:15]1.[Cl:1][c:2]1[c:3]2[c:4]([n:5][cH:6][n:7]1)[nH:8][cH:9][c:10]2[I:11].[O:17]=[C:18]([O:19][CH:20]([CH3:21])[CH3:22])[N:23]=[N:24][C:25]([O:26][CH:27]([CH3:28])[CH3:29])=[O:30]>>[Cl:1][c:2]1[c:3]2[c:4]([n:5][cH:6][n:7]1)[n:8]([CH:12]1[CH2:13][CH2:14][CH2:15]1)[cH:9][c:10]2[I:11]. The product is COc1ccc(C(=O)c2cn(Cc3cccc(C)n3)c3ccccc3c2=O)cc1F. RXN SMILES: [Br-:26].[CH2:37]1[O:38][CH2:39][CH2:40][CH2:41]1.[CH3:1][O:2][N:3]([C:4](=[O:5])[c:6]1[cH:7][n:8]([CH2:17][c:18]2[n:19][c:20]([CH3:24])[cH:21][cH:22][cH:23]2)[c:9]2[cH:10][cH:11][cH:12][cH:13][c:14]2[c:15]1=[O:16])[CH3:25].[F:27][c:28]1[cH:29][c:30]([Mg+:36])[cH:31][cH:32][c:33]1[O:34][CH3:35]>>[C:4](=[O:5])([c:6]1[cH:7][n:8]([CH2:17][c:18]2[n:19][c:20]([CH3:24])[cH:21][cH:22][cH:23]2)[c:9]2[cH:10][cH:11][cH:12][cH:13][c:14]2[c:15]1=[O:16])[c:30]1[cH:29][c:28]([F:27])[c:33]([O:34][CH3:35])[cH:32][cH:31]1. Starting materials: [Br-], C1CCOC1, CON(C)C(=O)c1cn(Cc2cccc(C)n2)c2ccccc2c1=O, COc1ccc([Mg+])cc1F. Reactants: CC(C)(C)OC(=O)N1CC(O[Si](C)(C)C(C)(C)C)CC1CO, COc1cc(O)c2c(Nc3ccc(F)c(Cl)c3)ncnc2c1, ClCCl, c1ccc(P(c2ccccc2)c2ccccc2)cc1. Yields the product COc1cc(OCC2CC(O[Si](C)(C)C(C)(C)C)CN2C(=O)OC(C)(C)C)c2c(Nc3ccc(F)c(Cl)c3)ncnc2c1. As a reaction SMILES: [C:23]([CH3:24])([CH3:25])([CH3:26])[Si:27]([O:28][CH:29]1[CH2:30][CH:31]([CH2:41][OH:42])[N:32]([C:34](=[O:35])[O:36][C:37]([CH3:38])([CH3:39])[CH3:40])[CH2:33]1)([CH3:43])[CH3:44].[Cl:1][c:2]1[cH:3][c:4]([NH:9][c:10]2[n:11][cH:12][n:13][c:14]3[cH:15][c:16]([O:21][CH3:22])[cH:17][c:18]([OH:20])[c:19]23)[cH:5][cH:6][c:7]1[F:8].[Cl:64][CH2:65][Cl:66].[c:45]1([P:46]([c:47]2[cH:48][cH:49][cH:50][cH:51][cH:52]2)[c:53]2[cH:54][cH:55][cH:56][cH:57][cH:58]2)[cH:59][cH:60][cH:61][cH:62][cH:63]1>>[Cl:1][c:2]1[cH:3][c:4]([NH:9][c:10]2[n:11][cH:12][n:13][c:14]3[cH:15][c:16]([O:21][CH3:22])[cH:17][c:18]([O:20][CH2:41][CH:31]4[CH2:30][CH:29]([O:28][Si:27]([C:23]([CH3:24])([CH3:25])[CH3:26])([CH3:43])[CH3:44])[CH2:33][N:32]4[C:34](=[O:35])[O:36][C:37]([CH3:38])([CH3:39])[CH3:40])[c:19]23)[cH:5][cH:6][c:7]1[F:8]. Starting materials: Cl (Hydrogen chloride), N#N.C(C)(C)(C)OC(=O)N[C@@H](C(C)C)C(=O)NC(COC1=CC=C(C=C1)C#N)(C)C (N2 tert-butoxycarbonyl-N1 -[2-(4-cyanophenoxy)-1,1-dimethylethyl]-L-valinamide). The solvent is C(Cl)Cl (methylene chloride). Yields the product C(#N)C1=CC=C(OCC(C)(C)NC([C@@H](N)C(C)C)=O)C=C1 (N1 -[2-(4-cyanophenoxy)-1,1-dimethylethyl]-L-valinamide). Yield: 93.6%. As a reaction SMILES: Cl.N#N.C(OC([NH:11][C@H:12]([C:16]([NH:18][C:19]([CH3:31])([CH3:30])[CH2:20][O:21][C:22]1[CH:27]=[CH:26][C:25]([C:28]#[N:29])=[CH:24][CH:23]=1)=[O:17])[CH:13]([CH3:15])[CH3:14])=O)(C)(C)C>C(Cl)Cl>[C:28]([C:25]1[CH:24]=[CH:23][C:22]([O:21][CH2:20][C:19]([NH:18][C:16](=[O:17])[C@H:12]([CH:13]([CH3:15])[CH3:14])[NH2:11])([CH3:30])[CH3:31])=[CH:27][CH:26]=1)#[N:29] |f:1.2|. Procedure details: Hydrogen chloride gas was introduced into a solution containing 3.7 g of N2 -tert-butoxycarbonyl-N1 -[2-(4-cyanophenoxy)-1,1-dimethylethyl]-L-valinamide dissolved in 50 ml of methylene chloride for 3 hours at room temperature. After the completion of the reaction, the methylene chloride was removed under reduced pressure. A saturated aqueous solution of sodium bicarbonate was added to the residue. The organic layer in the residue was extracted with methylene chloride, washed with water, and then... Reactants: [N+](=O)([O-])C (nitromethane), O (water), CC(C)([O-])C.[K+] (potassium tert-butoxide), N1(N=NC2=C1C=CC=C2)C(COC2=CC(=C(C=C2)OC)OC)=O (1-(1H-Benzo[d][1,2,3]triazol-1-yl)-2-(3,4-dimethoxyphenoxy)ethanone). Solvent: CS(=O)C (DMSO), C(C)(=O)O (acetic acid), CS(=O)C (DMSO), CS(=O)C (DMSO). Run at time 30 minute. Yields the product COC=1C=C(OCC(C[N+](=O)[O-])=O)C=CC1OC (1-(3,4-Dimethoxyphenoxy)-3-nitropropan-2-one). The yield is 23.1%. RXN SMILES: CC(C)([O-])C.[K+].[N+:7]([CH3:10])([O-:9])=[O:8].N1([C:20](=[O:33])[CH2:21][O:22][C:23]2[CH:28]=[CH:27][C:26]([O:29][CH3:30])=[C:25]([O:31][CH3:32])[CH:24]=2)C2C=CC=CC=2N=N1.O>CS(C)=O.C(O)(=O)C>[CH3:32][O:31][C:25]1[CH:24]=[C:23]([CH:28]=[CH:27][C:26]=1[O:29][CH3:30])[O:22][CH2:21][C:20](=[O:33])[CH2:10][N+:7]([O-:9])=[O:8] |f:0.1|. Procedure: To a suspension of potassium tert-butoxide (3.38 g) in DMSO (60 ml), a solution of nitromethane (0.836 g) in DMSO (5 ml) was added at 10° C. and the mixture was stirred at the same temperature for 30 minutes. A DMSO (65 ml) suspension of the compound (4.30 g) obtained in Example 19-(1) was added dropwise at 10° C. and the mixture was stirred at the same temperature for an hour, then at room temperature for 3 hours. The reaction mixture was poured into water (250 ml), rendered acidic with 10% aqu... Reactants: C([O-])([O-])=O.[Cs+].[Cs+] (Cesium carbonate), IC (iodomethane), O=C1C=C2C=3N(CC(CCN2)=O)C=NC3C1CC(=O)OC(C)(C)C (tert-butyl (2,7-dioxo-5,6,7,8-tetrahydro-4H-imidazo[1,5,4-fg][1,6]benzodiazocin-1(2H)-yl)acetate), O=C1C=C2C=3N(CC(CCN2)=O)C=NC3C1CC(=O)OC(C)(C)C (tert-butyl (2,7-dioxo-5,6,7,8-tetrahydro-4H-imidazo[1,5,4-fg][1,6]benzodiazocin-1(2H)-yl)acetate). The solvent is CN(C)C=O (DMF). Run at time 18 hour. Product: CC1C(CCNC=2C=3N1C=NC3C(C(C2)=O)CC(=O)O)=O ((8-Methyl-2,7-dioxo-5,6,7,8-tetrahydro-4H-imidazo[1,5,4-fg][1,6]benzodiazocin-1(2H)-yl)acetic acid). Reaction SMILES: [C:1](=O)([O-])[O-].[Cs+].[Cs+].IC.[O:9]=[C:10]1[CH:24]([CH2:25][C:26]([O:28]C(C)(C)C)=[O:27])[C:23]2[N:22]=[CH:21][N:14]3[CH2:15][C:16](=[O:20])[CH2:17][CH2:18][NH:19][C:12]([C:13]=23)=[CH:11]1>CN(C=O)C>[CH3:1][CH:15]1[N:14]2[CH:21]=[N:22][C:23]3[CH:24]([CH2:25][C:26]([OH:28])=[O:27])[C:10](=[O:9])[CH:11]=[C:12]([C:13]=32)[NH:19][CH2:18][CH2:17][C:16]1=[O:20] |f:0.1.2|. Procedure: Cesium carbonate (214 mg, 0.66 mmol) and iodomethane (93 mg, 0.66 mmol) were added to a solution of tert-butyl (2,7-dioxo-5,6,7,8-tetrahydro-4H-imidazo[1,5,4-fg][1,6]benzodiazocin-1(2H)-yl)acetate (109 mg, 0.33 mmol, described in Intermediate 13) in DMF (5 mL). After 18 h, the mixture was purified directly by HPLC using a reversed phase C18 column and eluting with a gradient of H2O:CH3CN:CF3CO2H-90:10:0.1 to 5:95:0.1. Lyophilization provided the title compound. MS: m/z=346(M+1). The reactants are CC(=O)C1=CC(=CC=C1)OC(F)(F)F (3-(Trifluoromethoxy)acetophenone), [Se](=O)=O (selenium dioxide). Product: FC(OC=1C=C(C=CC1)C(C=O)=O)(F)F ((3-trifluoromethoxyphenyl)oxoacetaldehyde). RXN SMILES: [CH3:1][C:2]([C:4]1[CH:9]=[CH:8][CH:7]=[C:6]([O:10][C:11]([F:14])([F:13])[F:12])[CH:5]=1)=[O:3].[Se](=O)=[O:16]>>[F:14][C:11]([F:12])([F:13])[O:10][C:6]1[CH:5]=[C:4]([C:2](=[O:3])[CH:1]=[O:16])[CH:9]=[CH:8][CH:7]=1. Procedure: 3-(Trifluoromethoxy)acetophenone (2 g, 9.80 mmol) was reacted with selenium dioxide (1.63 g, 14.7 mmol) using the method described in Example 1 to give crude (3-trifluoromethoxyphenyl)oxoacetaldehyde as a yellow oil: m/z (ES+) 219.